This data is from the Open Reaction Database (ORD), a public repository of structured organic reaction records. The task is: describe an organic reaction: reactants, conditions, products, and yield The reactants are COC(=O)C(Cc1ccccc1)NC(=O)OCc1cc2cc(-c3ccccc3)ccc2[nH]1, CO, [Li+], [OH-], O, O. Reaction SMILES: [CH3:1][O:2][C:3]([CH:4]([CH2:5][c:6]1[cH:7][cH:8][cH:9][cH:10][cH:11]1)[NH:12][C:13](=[O:14])[O:15][CH2:16][c:17]1[nH:18][c:19]2[cH:20][cH:21][c:22](-[c:26]3[cH:27][cH:28][cH:29][cH:30][cH:31]3)[cH:23][c:24]2[cH:25]1)=[O:32].[CH3:36][OH:37].[Li+:35].[OH-:34].[OH2:33].[OH2:38]>>[O:2]=[C:3]([CH:4]([CH2:5][c:6]1[cH:7][cH:8][cH:9][cH:10][cH:11]1)[NH:12][C:13](=[O:14])[O:15][CH2:16][c:17]1[nH:18][c:19]2[cH:20][cH:21][c:22](-[c:26]3[cH:27][cH:28][cH:29][cH:30][cH:31]3)[cH:23][c:24]2[cH:25]1)[OH:32]. Product: O=C(NC(Cc1ccccc1)C(=O)O)OCc1cc2cc(-c3ccccc3)ccc2[nH]1. Reactants: CC(C)(C)OC(=O)Nc1nc(C(=NO)C(=O)O)cs1, O=C([O-])[O-], CN(C)C=O, Cl, [K+], [K+], O, ClC(c1ccccc1)(c1ccccc1)c1ccccc1. Product: CC(C)(C)OC(=O)Nc1nc(C(=NOC(c2ccccc2)(c2ccccc2)c2ccccc2)C(=O)O)cs1. RXN SMILES: [C:1]([CH3:2])([CH3:3])([CH3:4])[O:5][C:6](=[O:7])[NH:8][c:9]1[s:10][cH:11][c:12]([C:14]([C:15](=[O:16])[OH:17])=[N:18][OH:19])[n:13]1.[C:20](=[O:21])([O-:22])[O-:23].[CH3:47][N:48]([CH3:49])[CH:50]=[O:51].[ClH:46].[K+:24].[K+:25].[OH2:52].[c:26]1([C:32]([c:33]2[cH:34][cH:35][cH:36][cH:37][cH:38]2)([c:39]2[cH:40][cH:41][cH:42][cH:43][cH:44]2)[Cl:45])[cH:27][cH:28][cH:29][cH:30][cH:31]1>>[C:1]([CH3:2])([CH3:3])([CH3:4])[O:5][C:6](=[O:7])[NH:8][c:9]1[s:10][cH:11][c:12]([C:14]([C:15](=[O:16])[OH:17])=[N:18][O:19][C:32]([c:26]2[cH:27][cH:28][cH:29][cH:30][cH:31]2)([c:33]2[cH:34][cH:35][cH:36][cH:37][cH:38]2)[c:39]2[cH:40][cH:41][cH:42][cH:43][cH:44]2)[n:13]1. Starting materials: CCCCC(=O)Cl, CN(C)c1ccncc1, ClCCl, O=C(NCC(=O)N1CCNCC1)c1cc(OCC(=O)N2CCCC2C(=O)NC2CCC2)n(-c2ccccc2)n1, c1ccncc1. The product is CCCCC(=O)N1CCN(C(=O)CNC(=O)c2cc(OCC(=O)N3CCCC3C(=O)NC3CCC3)n(-c3ccccc3)n2)CC1. RXN SMILES: [C:46]([CH2:47][CH2:48][CH2:49][CH3:50])(=[O:51])[Cl:52].[CH3:56][N:57]([c:58]1[cH:59][cH:60][n:61][cH:62][cH:63]1)[CH3:64].[Cl:53][CH2:54][Cl:55].[O:1]=[C:2]([CH2:3][NH:4][C:5](=[O:6])[c:7]1[n:8][n:9](-[c:28]2[cH:29][cH:30][cH:31][cH:32][cH:33]2)[c:10]([O:12][CH2:13][C:14](=[O:15])[N:16]2[CH:17]([C:21]([NH:22][CH:23]3[CH2:24][CH2:25][CH2:26]3)=[O:27])[CH2:18][CH2:19][CH2:20]2)[cH:11]1)[N:34]1[CH2:35][CH2:36][NH:37][CH2:38][CH2:39]1.[cH:40]1[cH:41][cH:42][n:43][cH:44][cH:45]1>>[O:1]=[C:2]([CH2:3][NH:4][C:5](=[O:6])[c:7]1[n:8][n:9](-[c:28]2[cH:29][cH:30][cH:31][cH:32][cH:33]2)[c:10]([O:12][CH2:13][C:14](=[O:15])[N:16]2[CH:17]([C:21]([NH:22][CH:23]3[CH2:24][CH2:25][CH2:26]3)=[O:27])[CH2:18][CH2:19][CH2:20]2)[cH:11]1)[N:34]1[CH2:35][CH2:36][N:37]([C:46]([CH2:47][CH2:48][CH2:49][CH3:50])=[O:51])[CH2:38][CH2:39]1. Reactants: [Al+3].[Cl-].[Cl-].[Cl-] (AlCl3), CC(C(=O)Cl)CC1=C(C=CC=C1)C ((±)-2-Methyl-3-(2-tolyl)-propionyl chloride). RXN SMILES: [Al+3].[Cl-].[Cl-].[Cl-].[CH3:5][CH:6]([CH2:10][C:11]1[CH:16]=[CH:15][CH:14]=[CH:13][C:12]=1[CH3:17])[C:7](Cl)=[O:8]>C1(C)C=CC=CC=1>[CH3:5][CH:6]1[CH2:10][C:11]2[C:16](=[CH:15][CH:14]=[CH:13][C:12]=2[CH3:17])[C:7]1=[O:8] |f:0.1.2.3|. Procedure: 36 g (270 mmol) of AlCl3 were added to 17.7 g (90 mmol) of acid chloride f4 in 50 ml of toluene in the course of 20 minutes, and the mixture was stirred at 80° C. for 4 hours. It was poured onto ice/HCl, extracted with toluene, washed with H2O, NaHCO3 solution and NaCl solution, dried and distilled (109° C./1 mmHg) or chromatographed (n-hexane/ethyl acetate 6:1, rF =0.44). Run in C1(=CC=CC=C1)C (toluene). Reaction conditions: temperature 80 celsius, time 4 hour. Yields the product CC1C(C2=CC=CC(=C2C1)C)=O ((±)-2,4-Dimethylindanone).